This data is from the Open Reaction Database (ORD), a public repository of structured organic reaction records. The task is: describe an organic reaction: reactants, conditions, products, and yield Reactants: CC(OCC)=O (EA), ClC1=NC=CC(=C1)[N+](=O)[O-] (2-chloro-4-nitropyridine), OC=1C=C2C=C(C=NC2=CC1)C(=O)O (6-hydroxyquinoline-3-carboxylic acid), C([O-])([O-])=O.[Cs+].[Cs+] (cesium carbonate). The solvent is CN(C=O)C (N,N-dimethylformamide). Run at temperature 150 celsius. The product is ClC1=NC=CC(=C1)OC=1C=C2C=C(C=NC2=CC1)C(=O)O (6-(2-chloropyridin-4-yloxy)quinoline-3-carboxylic acid). RXN SMILES: [Cl:1][C:2]1[CH:7]=[C:6]([N+]([O-])=O)[CH:5]=[CH:4][N:3]=1.[OH:11][C:12]1[CH:13]=[C:14]2[C:19](=[CH:20][CH:21]=1)[N:18]=[CH:17][C:16]([C:22]([OH:24])=[O:23])=[CH:15]2.C(=O)([O-])[O-].[Cs+].[Cs+].CC(=O)OCC>CN(C)C=O>[Cl:1][C:2]1[CH:7]=[C:6]([O:11][C:12]2[CH:13]=[C:14]3[C:19](=[CH:20][CH:21]=2)[N:18]=[CH:17][C:16]([C:22]([OH:24])=[O:23])=[CH:15]3)[CH:5]=[CH:4][N:3]=1 |f:2.3.4|. Reported procedure: A mixture of 2-chloro-4-nitropyridine (0.228 g, 1.44 mmol), 6-hydroxyquinoline-3-carboxylic acid (Int-15, 0.3 g, 1.58 mmol), and cesium carbonate (1.41 g, 4.32 mol) in N,N-dimethylformamide (3 mL) was heated at 150° C. for 2 h in a microwave reactor. The reaction was cooled to room temperature and filtered to remove solids. The filtrate was acidified with hydrochloric acid (1 M in water) until pH 1.5. The product precipitated cleanly and was isolated by suction filtration. LC-MS: (FA) EA+ 301; 1... Reactants: CC(=O)O[BH-](OC(C)=O)OC(C)=O, CCOC(=O)COc1c(C(=O)OC)sc(-c2cccc(C=O)c2)c1Br, CC(=O)O, ClCCCl, ClCCl, Nc1cccc(C(F)(F)F)c1, [Na+]. Yields the product CCOC(=O)COc1c(C(=O)OC)sc(-c2cccc(CNc3cccc(C(F)(F)F)c3)c2)c1Br. RXN SMILES: [C:41]([O:42][BH-:43]([O:44][C:45](=[O:46])[CH3:47])[O:48][C:49](=[O:50])[CH3:51])(=[O:52])[CH3:53].[CH3:1][O:2][C:3](=[O:4])[c:5]1[s:6][c:7](-[c:18]2[cH:19][c:20]([CH:24]=[O:25])[cH:21][cH:22][cH:23]2)[c:8]([Br:17])[c:9]1[O:10][CH2:11][C:12](=[O:13])[O:14][CH2:15][CH3:16].[CH3:37][C:38](=[O:39])[OH:40].[Cl:55][CH2:56][CH2:57][Cl:58].[Cl:59][CH2:60][Cl:61].[F:26][C:27]([c:28]1[cH:29][c:30]([NH2:31])[cH:32][cH:33][cH:34]1)([F:35])[F:36].[Na+:54]>>[CH3:1][O:2][C:3](=[O:4])[c:5]1[s:6][c:7](-[c:18]2[cH:19][c:20]([CH2:24][NH:31][c:30]3[cH:29][c:28]([C:27]([F:26])([F:35])[F:36])[cH:34][cH:33][cH:32]3)[cH:21][cH:22][cH:23]2)[c:8]([Br:17])[c:9]1[O:10][CH2:11][C:12](=[O:13])[O:14][CH2:15][CH3:16]. Reactants: CC1([C@@H]([C@H]1C=C1CCC1)C(=O)O)C ((1R,trans) 2,2-dimethyl-3-cyclobutylidenemethyl-cyclopropane-1-carboxylic acid), C(CC=C)O (3-buten-1-ol). Reaction SMILES: [CH3:1][C:2]1([CH3:13])[C@H:4]([CH:5]=[C:6]2[CH2:9][CH2:8][CH2:7]2)[C@H:3]1[C:10]([OH:12])=[O:11].[CH2:14](O)[CH2:15][CH:16]=[CH2:17]>>[CH3:1][C:2]1([CH3:13])[C@H:4]([CH:5]=[C:6]2[CH2:9][CH2:8][CH2:7]2)[C@H:3]1[C:10]([O:12][CH2:17][CH2:16][CH:15]=[CH2:14])=[O:11]. Procedure details: Using the procedure of Example 1, (1R,trans) 2,2-dimethyl-3-cyclobutylidenemethyl-cyclopropane-1-carboxylic acid and 3-buten-1-ol were reacted to obtain 3-buten-1-yl (1R,trans) 2,2-dimethyl-3-cyclobutylidenemethyl-cyclopropane-1-carboxylate. The product is CC1([C@@H]([C@H]1C=C1CCC1)C(=O)OCCC=C)C (3-buten-1-yl (1R,trans) 2,2-dimethyl-3-cyclobutylidenemethyl-cyclopropane-1-carboxylate). Starting materials: C[N+](C)(C)Cc1c[nH]c2cc(OCc3ccccc3)ccc12, CCO, [I-], N#C[Na]. Product: N#CCc1c[nH]c2cc(OCc3ccccc3)ccc12. RXN SMILES: [CH2:2]([c:3]1[cH:4][cH:5][cH:6][cH:7][cH:8]1)[O:9][c:10]1[cH:11][cH:12][c:13]2[c:14]([CH2:19][N+:20]([CH3:21])([CH3:22])[CH3:23])[cH:15][nH:16][c:17]2[cH:18]1.[CH3:27][CH2:28][OH:29].[I-:1].[Na:24][C:25]#[N:26]>>[CH2:2]([c:3]1[cH:4][cH:5][cH:6][cH:7][cH:8]1)[O:9][c:10]1[cH:11][cH:12][c:13]2[c:14]([CH2:19][C:25]#[N:26])[cH:15][nH:16][c:17]2[cH:18]1. RXN SMILES: [Al+3:23].[CH3:16][c:17]1[nH:18][cH:19][cH:20][n:21]1.[CH3:1][n:2]1[c:3]2[cH:4][cH:5][cH:6][cH:7][c:8]2[c:9]2[c:14]1[CH2:13][CH2:12][CH2:11][C:10]2=[O:15].[CH3:28][C:29]#[N:30].[Cl-:22].[Cl-:24].[Cl-:25].[Cl:31][CH2:32][Cl:33].[Na+:27].[OH-:26]>>[CH3:1][n:2]1[c:3]2[cH:4][cH:5][cH:6][cH:7][c:8]2[c:9]2[c:14]1[CH2:13][CH2:12][CH:11]([CH2:28][n:18]1[c:17]([CH3:16])[n:21][cH:20][cH:19]1)[C:10]2=[O:15]. Starting materials: [Al+3], Cc1ncc[nH]1, Cn1c2c(c3ccccc31)C(=O)CCC2, CC#N, [Cl-], [Cl-], [Cl-], ClCCl, [Na+], [OH-]. Yields the product Cc1nccn1CC1CCc2c(c3ccccc3n2C)C1=O.